Dataset: the Open Reaction Database (ORD), a public repository of structured organic reaction records. Task: describe an organic reaction: reactants, conditions, products, and yield Starting materials: ClC1=NC(=C2N(C=NC2=N1)C)NC1=CC=C(C=C1)Cl ((2-chloro-7-methyl-7H-purin-6-yl)(4-chloro-phenyl)-amine), CC1=NNC(=C1)C (3,5-dimethylpyrazole). Product: ClC1=CC=C(C=C1)NC1=C2N(C=NC2=NC(=N1)N1N=C(C=C1C)C)C ((4-Chloro-phenyl)-[2-(3,5-dimethyl-pyrazol-1-yl)-7-methyl-7H-purin-6-yl]-amine). RXN SMILES: Cl[C:2]1[N:10]=[C:9]2[C:5]([N:6]([CH3:11])[CH:7]=[N:8]2)=[C:4]([NH:12][C:13]2[CH:18]=[CH:17][C:16]([Cl:19])=[CH:15][CH:14]=2)[N:3]=1.[CH3:20][C:21]1[CH:25]=[C:24]([CH3:26])[NH:23][N:22]=1>>[Cl:19][C:16]1[CH:17]=[CH:18][C:13]([NH:12][C:4]2[N:3]=[C:2]([N:22]3[C:21]([CH3:20])=[CH:25][C:24]([CH3:26])=[N:23]3)[N:10]=[C:9]3[C:5]=2[N:6]([CH3:11])[CH:7]=[N:8]3)=[CH:14][CH:15]=1. Procedure details: Was prepared according to Example 6 from (2-chloro-7-methyl-7H-purin-6-yl)(4-chloro-phenyl)-amine and 3,5-dimethylpyrazole. The reactants are ClC=1C=C2C(C(=O)N(C2=O)CCC(F)(F)F)=CC1 (4-chloro-N-(3,3,3-trifluoropropyl)phthalimide), FC(C=1C=C2C(C(=O)OC2=O)=CC1)(F)F (4-trifluoromethylphthalic anhydride). Solvent: C(C)(=O)OCC (ethyl acetate). The product is FC(C=1C=C2C(C(=O)N(C2=O)CCC(F)(F)F)=CC1)(F)F (4-Trifluoromethyl-N-(3,3,3-trifluoropropyl)phthalimide). RXN SMILES: Cl[C:2]1[CH:3]=[C:4]2[C:9](=[O:10])[N:8]([CH2:11][CH2:12][C:13]([F:16])([F:15])[F:14])[C:6](=[O:7])[C:5]2=[CH:17][CH:18]=1.[F:19][C:20]([F:33])([F:32])C1C=C2C(=O)OC(=O)C2=CC=1>C(OCC)(=O)C>[F:19][C:20]([F:33])([F:32])[C:2]1[CH:3]=[C:4]2[C:9](=[O:10])[N:8]([CH2:11][CH2:12][C:13]([F:16])([F:15])[F:14])[C:6](=[O:7])[C:5]2=[CH:17][CH:18]=1. Procedure: 4-Trifluoromethyl-N-(3,3,3-trifluoropropyl)phthalimide is prepared in a similar manner to 4-chloro-N-(3,3,3-trifluoropropyl)phthalimide described in Example 26, starting with 4-trifluoromethylphthalic anhydride, Rf=0.12, (thin layer chromatography on silica gel, eluent: ethyl acetate). The reactants are C(C1=CC=CC=C1)N1C(=C(C=2C1=C(N=NC2)NCC2=CC=CC=C2)Br)C (1-benzyl-7-benzylamino-3-bromo-2-methylpyrrolo[2,3-d]pyridazine), C(CCC)[Li] (n-butyllithium), CN(C=O)C (dimethylformamide). Solvent: CCCCCC (hexane), O1CCCC1 (tetrahydrofuran). Product: C(C1=CC=CC=C1)N1C(=C(C=2C1=C(N=NC2)NCC2=CC=CC=C2)C=O)C (1-Benzyl-7-benzylamino-3-formyl-2-methylpyrrolo-[2,3-d]pyridazine). Isolated yield 44.0%. RXN SMILES: [CH2:1]([N:8]1[C:12]2=[C:13]([NH:17][CH2:18][C:19]3[CH:24]=[CH:23][CH:22]=[CH:21][CH:20]=3)[N:14]=[N:15][CH:16]=[C:11]2[C:10](Br)=[C:9]1[CH3:26])[C:2]1[CH:7]=[CH:6][CH:5]=[CH:4][CH:3]=1.C([Li])CCC.CN(C)[CH:34]=[O:35]>CCCCCC.O1CCCC1>[CH2:1]([N:8]1[C:12]2=[C:13]([NH:17][CH2:18][C:19]3[CH:24]=[CH:23][CH:22]=[CH:21][CH:20]=3)[N:14]=[N:15][CH:16]=[C:11]2[C:10]([CH:34]=[O:35])=[C:9]1[CH3:26])[C:2]1[CH:7]=[CH:6][CH:5]=[CH:4][CH:3]=1. Reported procedure: 0.58 g (1.4 mmol) of 1-benzyl-7-benzylamino-3-bromo-2-methylpyrrolo[2,3-d]pyridazine, 3.5 ml (5.7 mmol) of 15% strength solution of n-butyllithium in hexane and 0.55 ml (7 mmol) of dimethylformamide are reacted in 40 ml of anhydrous tetrahydrofuran as described for Example 2a. Yield: 44%, m.p.: 171°-172° C. The reactants are FC(C(F)(F)F)(OC1=CC=C(C=C1)C=1OC=NN1)F (2-(4-(perfluoroethoxy)phenyl)-1,3,4-oxadiazole), IC1=CC=C(C(=O)OC)C=C1 (methyl 4-iodobenzoate), N1=CC=CC2=CC=C3C=CC=NC3=C12 (1,10-phenanthroline), C([O-])([O-])=O.[Cs+].[Cs+] (cesium carbonate). The reagents and catalysts are [Cu]I (copper(I) iodide). The solvent is CS(=O)C (DMSO), O (water). Conditions: temperature 100 celsius. Product: FC(C(F)(F)F)(OC1=CC=C(C=C1)C1=NN=C(O1)C1=CC=C(C(=O)OC)C=C1)F (methyl 4-(5-(4-(perfluoroethoxy)phenyl)-1,3,4-oxadiazol-2-yl)benzoate). The yield is 33.4%. Reaction SMILES: [F:1][C:2]([F:19])([O:7][C:8]1[CH:13]=[CH:12][C:11]([C:14]2[O:15][CH:16]=[N:17][N:18]=2)=[CH:10][CH:9]=1)[C:3]([F:6])([F:5])[F:4].I[C:21]1[CH:30]=[CH:29][C:24]([C:25]([O:27][CH3:28])=[O:26])=[CH:23][CH:22]=1.N1C2C(=CC=C3C=2N=CC=C3)C=CC=1.C(=O)([O-])[O-].[Cs+].[Cs+]>CS(C)=O.O.[Cu]I>[F:19][C:2]([F:1])([O:7][C:8]1[CH:9]=[CH:10][C:11]([C:14]2[O:15][C:16]([C:21]3[CH:30]=[CH:29][C:24]([C:25]([O:27][CH3:28])=[O:26])=[CH:23][CH:22]=3)=[N:17][N:18]=2)=[CH:12][CH:13]=1)[C:3]([F:6])([F:5])[F:4] |f:3.4.5|. Procedure details: A mixture of 2-(4-(perfluoroethoxy)phenyl)-1,3,4-oxadiazole (2.186 g, 7.80 mmol), methyl 4-iodobenzoate (3.07 g, 11.70 mmol), copper(I) iodide (0.28 g, 1.47 mmol), 1,10-phenanthroline (0.30 g, 1.67 mmol), and cesium carbonate (2.54 g, 7.80 mmol) in anhydrous DMSO (20 mL) was heated at 100° C. for 18 hours. The reaction was cooled, diluted with water, and extracted three times with EtOAc. The organic layers were dried over anhydrous sodium sulfate, filtered, and adsorbed onto silica gel. Purifica... Reactants: C(C)OC(=O)C1=CNC=2C=3C=CN=CC3CCC21 (4,5-Dihydro-1H-pyrrolo[2,3-f]isoquinoline-3-carboxylic acid ethyl ester), [OH-].[K+] (KOH). The product is N1C=C(C2=C1C=1C=CN=CC1CC2)C(=O)O (4,5-Dihydro-1H-pyrrolo[2,3-f]isoquinoline-3-carboxylic acid). As a reaction SMILES: C([O:3][C:4]([C:6]1[C:18]2[CH2:17][CH2:16][C:15]3[CH:14]=[N:13][CH:12]=[CH:11][C:10]=3[C:9]=2[NH:8][CH:7]=1)=[O:5])C.[OH-].[K+]>C(O)C>[NH:8]1[C:9]2[C:10]3[CH:11]=[CH:12][N:13]=[CH:14][C:15]=3[CH2:16][CH2:17][C:18]=2[C:6]([C:4]([OH:5])=[O:3])=[CH:7]1 |f:1.2|. Isolated yield 56.0%. The solvent is C(C)O (ethanol). Procedure details: To a solution of 4,5-dihydro-1H-pyrrolo[2,3-f]isoquinoline-3-carboxylic acid ethyl ester E2 (0.165 mmol) in ethanol (3 mL), 2N KOH (20 eq) was added and the mixture was heated at 60° for 4 h. After solvent removal the solution was neutralized with 1N HCl and the precipitate was filtered and dried, providing the title compound in 56% yield. As a reaction SMILES: C[O:2][C:3](=[O:13])[C:4]1[CH:9]=[C:8]([Br:10])[CH:7]=[C:6]([CH3:11])[C:5]=1[NH2:12].[F:14][C:15]1[CH:20]=[CH:19][C:18]([S:21](Cl)(=[O:23])=[O:22])=[CH:17][CH:16]=1>>[Br:10][C:8]1[CH:7]=[C:6]([CH3:11])[C:5]([NH:12][S:21]([C:18]2[CH:19]=[CH:20][C:15]([F:14])=[CH:16][CH:17]=2)(=[O:23])=[O:22])=[C:4]([CH:9]=1)[C:3]([OH:2])=[O:13]. Reported procedure: By following the procedure of Example 134 the product of Example 133 and 4-flurobenzenesulfonyl chloride provides 5-bromo-2-(4-fluoro-benzenesulfonylamino)-3methyl-benzoic acid as a yellow solid in 36% yield. Electrospray Mass Spec: 386.0 (M-H)- Starting materials: COC(C1=C(C(=CC(=C1)Br)C)N)=O (2-Amino-5-bromo-3-methyl-benzoic acid methyl ester), FC1=CC=C(C=C1)S(=O)(=O)Cl (4-flurobenzenesulfonyl chloride). The product is BrC=1C=C(C(=C(C(=O)O)C1)NS(=O)(=O)C1=CC=C(C=C1)F)C (5-bromo-2-(4-fluoro-benzenesulfonylamino)-3methyl-benzoic acid). Yield: 36.0%. Starting materials: C(C)OCC (diethyl ether), ClC=1C(=NC=C(C1)C(F)(F)F)C=O (3-Chloro-5-(trifluoromethyl)-2-pyridinecarbaldehyde), C([O-])([O-])=O.[K+].[K+] (potassium carbonate), SCC(=O)OCC (ethyl mercaptoacetate). Run in ClCCl (dichloromethane), CN(C=O)C (N,N-dimethylformamide). Run at temperature 50 celsius, time 18 hour. The product is FC(C=1C=C2C(=NC1)C=C(S2)C(=O)OCC)(F)F (ethyl 6-(trifluoromethyl)thieno[3,2-b]pyridine-2-carboxylate). As a reaction SMILES: Cl[C:2]1[C:3]([CH:12]=O)=[N:4][CH:5]=[C:6]([C:8]([F:11])([F:10])[F:9])[CH:7]=1.C(=O)([O-])[O-].[K+].[K+].[SH:20][CH2:21][C:22]([O:24][CH2:25][CH3:26])=[O:23].C(OCC)C>CN(C)C=O.ClCCl>[F:11][C:8]([F:9])([F:10])[C:6]1[CH:7]=[C:2]2[S:20][C:21]([C:22]([O:24][CH2:25][CH3:26])=[O:23])=[CH:12][C:3]2=[N:4][CH:5]=1 |f:1.2.3|. Procedure: 3-Chloro-5-(trifluoromethyl)-2-pyridinecarbaldehyde (Chemical Abstracts number 175277-50-6, purchase from Maybridge), potassium carbonate (4.95 g), and ethyl mercaptoacetate (2.52 g) were combined in N,N-dimethylformamide (25 mL) at 25° C. and stirred for 18 hours. The mixture was then heated at 50° C. for 6 hours, allowed to cool to room temperature, poured into a mixture of diethyl ether (80 mL) and dichloromethane (25 mL), and washed with aqueous sodium carbonate. The organic phase was dried ... Reported procedure: The title compound was prepared by following the general Method C as a light yellow solid (56 mg, 57%) from (4aS,9bR)-8-hydroxy-5-methyl-6-trifluoromethyl-1,3,4,4a,5,9b-hexahydro-pyrido[4,3-b]indole-2-carboxylic acid tert-butyl ester (Example 71, 100 mg, 0.27 mmol), 4-bromomethyl-pyridine (141 mg, 0.56 mmol) and K2CO3 (156 mg, 1.12 mmol). MS (ESI): 364 (base, M+H). As a reaction SMILES: C(OC([N:8]1[CH2:26][CH2:25][C@@H:11]2[N:12]([CH3:24])[C:13]3[C:14]([C:20]([F:23])([F:22])[F:21])=[CH:15][C:16]([OH:19])=[CH:17][C:18]=3[C@@H:10]2[CH2:9]1)=O)(C)(C)C.Br[CH2:28][C:29]1[CH:34]=[CH:33][N:32]=[CH:31][CH:30]=1.C([O-])([O-])=O.[K+].[K+]>>[CH3:24][N:12]1[C:13]2[C:14]([C:20]([F:23])([F:22])[F:21])=[CH:15][C:16]([O:19][CH2:28][C:29]3[CH:34]=[CH:33][N:32]=[CH:31][CH:30]=3)=[CH:17][C:18]=2[C@@H:10]2[CH2:9][NH:8][CH2:26][CH2:25][C@H:11]12 |f:2.3.4|. The reactants are solid, C(=O)([O-])[O-].[K+].[K+] (K2CO3), C(C)(C)(C)OC(=O)N1C[C@@H]2[C@@H](N(C=3C(=CC(=CC23)O)C(F)(F)F)C)CC1 ((4aS,9bR)-8-hydroxy-5-methyl-6-trifluoromethyl-1,3,4,4a,5,9b-hexahydro-pyrido[4,3-b]indole-2-carboxylic acid tert-butyl ester), BrCC1=CC=NC=C1 (4-bromomethyl-pyridine). Product: CN1[C@@H]2[C@H](C=3C=C(C=C(C13)C(F)(F)F)OCC1=CC=NC=C1)CNCC2 ((4aS,9bR)-5-methyl-8-(pyridin-4-ylmethoxy)-6-trifluoromethyl-2,3,4,4a,5,9b-hexahydro-1H-pyrido[4,3-b]indole).